Dataset: the Open Reaction Database (ORD), a public repository of structured organic reaction records. Task: describe an organic reaction: reactants, conditions, products, and yield The reactants are C(C)(=O)CCC(=S)O (3-Acetylthiopropanoic acid), S(=O)(Cl)Cl (thionyl chloride), Cl.N1C(CCC2=CC=CC=C12)C(=O)O ((±)-1,2,3,4-tetrahydro-2-quinolinecarboxylic acid hydrochloride), C(C)(=O)SCCC(=O)Cl (3-acetylthiopropanoyl chloride), Cl (hydrochloric acid), C(C)(=O)SCCC(=O)Cl (3-acetylthiopropanoyl chloride), ice. Run in C1(=CC=CC=C1)C (toluene), N1=CC=CC=C1 (pyridine). Run at time 8 hour. Product: C(C)(=O)SCCC(=O)N1C(CCC2=CC=CC=C12)C(=O)O ((±) 1-(3-Acetylthio-1-oxopropyl)-1,2,3,4-tetrahydro-2-quinolinecarboxylic Acid). As a reaction SMILES: C(CCC(O)=S)(=O)C.S(Cl)(Cl)=O.[C:13]([S:16][CH2:17][CH2:18][C:19](Cl)=[O:20])(=[O:15])[CH3:14].Cl.[NH:23]1[C:32]2[C:27](=[CH:28][CH:29]=[CH:30][CH:31]=2)[CH2:26][CH2:25][CH:24]1[C:33]([OH:35])=[O:34].Cl>C1(C)C=CC=CC=1.N1C=CC=CC=1>[C:13]([S:16][CH2:17][CH2:18][C:19]([N:23]1[C:32]2[C:27](=[CH:28][CH:29]=[CH:30][CH:31]=2)[CH2:26][CH2:25][CH:24]1[C:33]([OH:35])=[O:34])=[O:20])(=[O:15])[CH3:14] |f:3.4|. Procedure details: 3-Acetylthiopropanoic acid (132 g) in toluene (200 ml) was treated with thionyl chloride (300 ml). The resulting solution was warmed on the steam bath for two hours, stirred overnight at room temperature then evaporated to dryness under reduced pressure, and finally distilled, to yield 139 g, b.p. (0.35-0.50 mm) 64°-66° of 3-acetylthiopropanoyl chloride. A solution of (±)-1,2,3,4-tetrahydro-2-quinolinecarboxylic acid hydrochloride (32.05 g) in pyridine (300 ml) was treated dropwise with 3-acetyl... Starting materials: C(C1=CC=CC=C1)OC(=O)N1CC(CCC1)C(CCC(OC)OC)=O (3-(4,4-Dimethoxybutyryl)-piperidine-1-carboxylic acid benzyl ester), C(C)(C)(C)OC(NN)=O (tert-butylcarbazate). Reagents/catalysts: O.C1(=CC=C(C=C1)S(=O)(=O)O)C (para-toluensulfonic acid monohydrate). The solvent is C(Cl)Cl (CH2Cl2). Run at time 4 hour. Product: C(C1=CC=CC=C1)OC(=O)N1C[C@@H](CCC1)C(CCC(OC)OC)=NNC(=O)OC(C)(C)C ((R)3-[1-(tert-Butoxycarbonyl-hydrazono)-4,4-dimethoxy-butyl]-piperidine-1-carboxylic acid benzyl ester). The yield is 94.2%. RXN SMILES: [CH2:1]([O:8][C:9]([N:11]1[CH2:16][CH2:15][CH2:14][CH:13]([C:17](=O)[CH2:18][CH2:19][CH:20]([O:23][CH3:24])[O:21][CH3:22])[CH2:12]1)=[O:10])[C:2]1[CH:7]=[CH:6][CH:5]=[CH:4][CH:3]=1.[C:26]([O:30][C:31](=[O:34])[NH:32][NH2:33])([CH3:29])([CH3:28])[CH3:27]>C(Cl)Cl.O.C1(C)C=CC(S(O)(=O)=O)=CC=1>[CH2:1]([O:8][C:9]([N:11]1[CH2:16][CH2:15][CH2:14][C@@H:13]([C:17](=[N:33][NH:32][C:31]([O:30][C:26]([CH3:29])([CH3:28])[CH3:27])=[O:34])[CH2:18][CH2:19][CH:20]([O:23][CH3:24])[O:21][CH3:22])[CH2:12]1)=[O:10])[C:2]1[CH:7]=[CH:6][CH:5]=[CH:4][CH:3]=1 |f:3.4|. Procedure: The product from step 1 (16.32 g, 46.70 mmol) was dissolved in 100 mL of CH2Cl2 and treated with tert-butylcarbazate (6.48 g, 49.04 mmol) followed by para-toluensulfonic acid monohydrate (0.44 g, 2.33 mmol) and the mixture was stirred 4 h. The mixture was poured into a separatory funnel and extracted with 50 mL 2M aq. Na2CO3. The aqueous phase was extracted with 50 mL of CH2Cl2 and the combined organic phases were dried (Na2SO4), filtered and concentrated in vacuo. The residue was purified using... Starting materials: CCc1ccccc1O, COC(Cl)Cl, ClCCl, Cl. The product is CCc1cc(C=O)ccc1O. As a reaction SMILES: [CH2:1]([CH3:2])[c:3]1[c:4]([OH:9])[cH:5][cH:6][cH:7][cH:8]1.[CH3:10][O:11][CH:12]([Cl:13])[Cl:14].[Cl:16][CH2:17][Cl:18].[ClH:15]>>[CH2:1]([CH3:2])[c:3]1[c:4]([OH:9])[cH:5][cH:6][c:7]([CH:10]=[O:11])[cH:8]1. Starting materials: C(C1=CC=CC=C1)(=O)NC1=C(C=C(C=C1)[C@H]1[C@@H](C1)C(=O)OCC)C (ethyl trans-2-[4-(benzoylamino)-3-methylphenyl]cyclopropanecarboxylate), [OH-].[Na+] (sodium hydroxide), Cl (hydrochloric acid). The solvent is C(C)O (ethanol). Reaction conditions: temperature 50 celsius, time 6.5 hour. The product is C(C1=CC=CC=C1)(=O)NC1=C(C=C(C=C1)[C@H]1[C@@H](C1)C(=O)O)C (trans-2-[4-(benzoylamino)-3-methylphenyl]cyclopropanecarboxylic acid). Isolated yield 49.0%. Reaction SMILES: [C:1]([NH:9][C:10]1[CH:15]=[CH:14][C:13]([C@@H:16]2[CH2:18][C@H:17]2[C:19]([O:21]CC)=[O:20])=[CH:12][C:11]=1[CH3:24])(=[O:8])[C:2]1[CH:7]=[CH:6][CH:5]=[CH:4][CH:3]=1.[OH-].[Na+].Cl>C(O)C>[C:1]([NH:9][C:10]1[CH:15]=[CH:14][C:13]([C@@H:16]2[CH2:18][C@H:17]2[C:19]([OH:21])=[O:20])=[CH:12][C:11]=1[CH3:24])(=[O:8])[C:2]1[CH:7]=[CH:6][CH:5]=[CH:4][CH:3]=1 |f:1.2|. Reported procedure: To a solution of ethyl trans-2-[4-(benzoylamino)-3-methylphenyl]cyclopropanecarboxylate (1.29 g) in ethanol (7.98 mL) was added 1N aqueous sodium hydroxide solution (7.98 mL). The reaction mixture was stirred at 50° C. for 6.5 hr, 1N hydrochloric acid (10 mL) was added under ice-cooling, and the mixture was stirred under ice-cooling for 1 hr. The precipitate was collected by filtration to give the title compound (576.9 mg). Reactants: ClC=1N=C(C=2OCC3COCCN3C2N1)N1CCOCC1 (3-chloro-1-morpholin-4-yl-5,6,8a,9-tetrahydro-8H-7,10-dioxa-2,4,4b-triaza-phenanthrene), CC1(OB(OC1(C)C)C=1C=NC(=NC1)N)C (5-(4,4,5,5-tetramethyl-[1,3,2]dioxaborolan-2-yl)-pyrimidin-2-ylamine), C([O-])([O-])=O.[Na+].[Na+] (sodium carbonate). Reagents/catalysts: Cl[Pd]([P](C1=CC=CC=C1)(C2=CC=CC=C2)C3=CC=CC=C3)([P](C4=CC=CC=C4)(C5=CC=CC=C5)C6=CC=CC=C6)Cl (PdCl2(PPh3)2). Run in C(C)#N (acetonitrile). Reaction conditions: temperature 120 celsius. Yields the product N1(CCOCC1)C1=NC(=NC=2N3CCOCC3COC12)C=1C=NC(=NC1)N (5-(1-morpholin-4-yl-5,6,8a,9-tetrahydro-8h-7,10-dioxa-2,4,4b-triaza-phenanthren-3-yl)-pyrimidin-2-ylamine). Yield: 5.6%. Reaction SMILES: Cl[C:2]1[N:3]=[C:4]([N:16]2[CH2:21][CH2:20][O:19][CH2:18][CH2:17]2)[C:5]2[O:6][CH2:7][CH:8]3[N:13]([C:14]=2[N:15]=1)[CH2:12][CH2:11][O:10][CH2:9]3.CC1(C)C(C)(C)OB([C:30]2[CH:31]=[N:32][C:33]([NH2:36])=[N:34][CH:35]=2)O1.C(=O)([O-])[O-].[Na+].[Na+]>C(#N)C.Cl[Pd](Cl)([P](C1C=CC=CC=1)(C1C=CC=CC=1)C1C=CC=CC=1)[P](C1C=CC=CC=1)(C1C=CC=CC=1)C1C=CC=CC=1>[N:16]1([C:4]2[C:5]3[O:6][CH2:7][CH:8]4[N:13]([CH2:12][CH2:11][O:10][CH2:9]4)[C:14]=3[N:15]=[C:2]([C:30]3[CH:31]=[N:32][C:33]([NH2:36])=[N:34][CH:35]=3)[N:3]=2)[CH2:21][CH2:20][O:19][CH2:18][CH2:17]1 |f:2.3.4,^1:49,68|. Reported procedure: A mixture of 3-chloro-1-morpholin-4-yl-5,6,8a,9-tetrahydro-8H-7,10-dioxa-2,4,4b-triaza-phenanthrene (45 mg, 0.144 mmol), 5-(4,4,5,5-tetramethyl-[1,3,2]dioxaborolan-2-yl)-pyrimidin-2-ylamine (60 mg, 0.271 mmol), PdCl2(PPh3)2 (10 mg, 0.014 mmol) and sodium carbonate (460 μL, 0.46 mmol, 1M aqueous solution) in acetonitrile (2 mL) was degassed and heated at 120° C. for 30 mins in a microwave reactor. The reaction mixture was loaded onto an Isolute® SCX-2 cartridge which was washed with methanol and ...